From a dataset of the Open Reaction Database (ORD), a public repository of structured organic reaction records. describe an organic reaction: reactants, conditions, products, and yield Reaction SMILES: [CH3:1][O:2][C:3](=[O:4])[c:5]1[n:6][c:7]([Cl:12])[n:8][c:9]([CH3:11])[cH:10]1.[K+:27].[K+:28].[K+:29].[O:30]1[CH2:31][CH2:32][O:33][CH2:34][CH2:35]1.[OH:13][B:14]([OH:15])[c:16]1[cH:17][cH:18][cH:19][cH:20][cH:21]1.[P:22]([O-:23])([O-:24])([O-:25])=[O:26].[cH:36]1[cH:37][cH:38][c:39]([P:40]([Pd:41]([P:42]([c:43]2[cH:44][cH:45][cH:46][cH:47][cH:48]2)([c:49]2[cH:50][cH:51][cH:52][cH:53][cH:54]2)[c:55]2[cH:56][cH:57][cH:58][cH:59][cH:60]2)([P:61]([c:62]2[cH:63][cH:64][cH:65][cH:66][cH:67]2)([c:68]2[cH:69][cH:70][cH:71][cH:72][cH:73]2)[c:74]2[cH:75][cH:76][cH:77][cH:78][cH:79]2)[P:80]([c:81]2[cH:82][cH:83][cH:84][cH:85][cH:86]2)([c:87]2[cH:88][cH:89][cH:90][cH:91][cH:92]2)[c:93]2[cH:94][cH:95][cH:96][cH:97][cH:98]2)([c:99]2[cH:100][cH:101][cH:102][cH:103][cH:104]2)[c:105]2[cH:106][cH:107][cH:108][cH:109][cH:110]2)[cH:111][cH:112]1>>[CH3:1][O:2][C:3](=[O:4])[c:5]1[n:6][c:7](-[c:16]2[cH:17][cH:18][cH:19][cH:20][cH:21]2)[n:8][c:9]([CH3:11])[cH:10]1. The reactants are COC(=O)c1cc(C)nc(Cl)n1, [K+], [K+], [K+], C1COCCO1, OB(O)c1ccccc1, O=P([O-])([O-])[O-], c1ccc(P(c2ccccc2)(c2ccccc2)[Pd](P(c2ccccc2)(c2ccccc2)c2ccccc2)(P(c2ccccc2)(c2ccccc2)c2ccccc2)P(c2ccccc2)(c2ccccc2)c2ccccc2)cc1. The product is COC(=O)c1cc(C)nc(-c2ccccc2)n1. Starting materials: F (hydrofluoric acid), BrC1=CC=C(C=C1)O (4-bromophenol), [H-].[Na+] (sodium hydride), C1(=CC=C(C=C1)S(=O)(=O)OC[C@@H](CCC=1C=NC=CC1)O[Si](C)(C)C(C)(C)C)C ((2R)-2-(tert-butyldimethylsilyloxy)-4-(pyridin-3-yl)-1-butyl para-toluenesulfonate), C(O)([O-])=O.[Na+] (sodium hydrogencarbonate). The solvent is O (water), C(C)#N (acetonitrile), CN(C=O)C (dimethylformamide). Conditions: time 30 minute. The product is BrC1=CC=C(OC[C@@H](CCC=2C=NC=CC2)O)C=C1 ((2R)-1-(4-Bromophenoxy)-4-(pyridin-3-yl)-2-butanol). Isolated yield 82.4%. As a reaction SMILES: [Br:1][C:2]1[CH:7]=[CH:6][C:5]([OH:8])=[CH:4][CH:3]=1.[H-].[Na+].C1(C)C=CC(S(O[CH2:21][C@H:22]([O:31][Si](C(C)(C)C)(C)C)[CH2:23][CH2:24][C:25]2[CH:26]=[N:27][CH:28]=[CH:29][CH:30]=2)(=O)=O)=CC=1.F.C(=O)([O-])O.[Na+]>CN(C)C=O.C(#N)C.O>[Br:1][C:2]1[CH:7]=[CH:6][C:5]([O:8][CH2:21][C@H:22]([OH:31])[CH2:23][CH2:24][C:25]2[CH:26]=[N:27][CH:28]=[CH:29][CH:30]=2)=[CH:4][CH:3]=1 |f:1.2,5.6|. Reported procedure: Solid 4-bromophenol (2.08 g) was added to a stirred suspension of sodium hydride (60%, 0.48 g) in dimethylformamide (30 ml) and the resulting solution stirred for 30 minutes. (2R)-2-(tert-butyldimethylsilyloxy)-4-(pyridin-3-yl)-1-butyl para-toluenesulfonate (4.35 g, Example 5d)) was added and the mixture stirred at 60° C. for 2 hours. After cooling the mixture was poured into water (50 ml) and extracted with ethyl acetate. The combined organic extracts were dried over anhydrous magnesium sulfate... Reactants: N1C=CC2=CC=CC(=C12)C=O (indole-7-carbaldehyde), II (I2), [OH-].[K+] (KOH). Solvent: CN(C=O)C (DMF). The product is IC1=CNC2=C(C=CC=C12)C=O (3-Iodo-1H-indole-7-carbaldehyde). Reaction SMILES: [NH:1]1[C:9]2[C:4](=[CH:5][CH:6]=[CH:7][C:8]=2[CH:10]=[O:11])[CH:3]=[CH:2]1.[I:12]I.[OH-].[K+]>CN(C)C=O>[I:12][C:3]1[C:4]2[C:9](=[C:8]([CH:10]=[O:11])[CH:7]=[CH:6][CH:5]=2)[NH:1][CH:2]=1 |f:2.3|. Reported procedure: To a starting material (indole-7-carbaldehyde), a solution of 24 g of I2 in 125 ml of DMF (dimethylformamide) was added with stirring, and 5.3 g of KOH was added, after which the mixture was allowed to react. The termination of the reaction was confirmed with thin layer chromatography (TLC), after which layer separation was conducted with 354 ml of EA and 354 ml of purified water. The organic layer was washed with aqueous 10% Na2S2O3, dried with Na2SO4 (sodium sulfate), filtered and concentrated... The reactants are FC=1C=NC(=NC1)N1C[C@@]2(N=C(SC[C@@H]2C1)NC(C1=CC=CC=C1)=O)C=1SC(=CC1)F (N-[(4aR,7aR)-6-(5-fluoropyrimidin-2-yl)7a-(5-fluorothiophen-2-yl)-4,4a,5,6,7,7a-hexahydropyrrolo[3,4-d][1,3]thiazin-2-yl]benzamide), [OH-].[Li+] (lithium hydroxide). The solvent is CO (methanol). The product is FC=1C=NC(=NC1)N1C[C@@]2(N=C(SC[C@@H]2C1)N)C=1SC(=CC1)F ((4aR,7aR)-6-(5-Fluoropyrimidin-2-yl)-7a-(5-fluorothiophen-2-yl)-4,4a,5,6,7,7a-hexahydropyrrolo[3,4-d][1,3]thiazin-2-amine). The yield is 0.1%. Reaction SMILES: [F:1][C:2]1[CH:3]=[N:4][C:5]([N:8]2[CH2:16][C@@H:15]3[C@@:10]([C:26]4[S:27][C:28]([F:31])=[CH:29][CH:30]=4)([N:11]=[C:12]([NH:17]C(=O)C4C=CC=CC=4)[S:13][CH2:14]3)[CH2:9]2)=[N:6][CH:7]=1.[OH-].[Li+]>CO>[F:1][C:2]1[CH:7]=[N:6][C:5]([N:8]2[CH2:16][C@@H:15]3[C@@:10]([C:26]4[S:27][C:28]([F:31])=[CH:29][CH:30]=4)([N:11]=[C:12]([NH2:17])[S:13][CH2:14]3)[CH2:9]2)=[N:4][CH:3]=1 |f:1.2|. Procedure: To N-[(4aR,7aR)-6-(5-fluoropyrimidin-2-yl)7a-(5-fluorothiophen-2-yl)-4,4a,5,6,7,7a-hexahydropyrrolo[3,4-d][1,3]thiazin-2-yl]benzamide (391 mg, 855 mmol) is added methanol (8.5 mL) and lithium hydroxide (179 mg, 4.27 mmol). The solution is heated to reflux for 2.5 hours under an atmosphere of nitrogen. The resulting solution is allowed to cool for a few minutes then concentrated under reduced pressure. The residue is extracted with dichloromethane (30 mL) and water (30 mL). The phases are partiti... Reactants: TEA, NC[C@@H]1CC[C@H](CC1)NC1=NC=CC(=N1)N1N=NC2=C1C=CC=C2 (trans-(4-aminomethyl-cyclohexyl)-(4-benzotriazol-1-yl-pyrimidin-2-yl)-amine), C(C)(=O)Cl (acetyl chloride). Run in O (water), C(Cl)Cl (DCM). Conditions: temperature -78 celsius, time 8 hour. Yields the product N1(N=NC2=C1C=CC=C2)C2=NC(=NC=C2)N[C@@H]2CC[C@H](CC2)CNC(C)=O (trans-N-[4-(4-benzotriazol-1-yl-pyrimidin-2-ylamino)-cyclohexylmethyl]-acetamide). The yield is 14.8%. As a reaction SMILES: [NH2:1][CH2:2][C@H:3]1[CH2:8][CH2:7][C@H:6]([NH:9][C:10]2[N:15]=[C:14]([N:16]3[C:20]4[CH:21]=[CH:22][CH:23]=[CH:24][C:19]=4[N:18]=[N:17]3)[CH:13]=[CH:12][N:11]=2)[CH2:5][CH2:4]1.[C:25](Cl)(=[O:27])[CH3:26]>C(Cl)Cl.O>[N:16]1([C:14]2[CH:13]=[CH:12][N:11]=[C:10]([NH:9][C@H:6]3[CH2:5][CH2:4][C@H:3]([CH2:2][NH:1][C:25](=[O:27])[CH3:26])[CH2:8][CH2:7]3)[N:15]=2)[C:20]2[CH:21]=[CH:22][CH:23]=[CH:24][C:19]=2[N:18]=[N:17]1. Procedure: TEA (52 μL, 0.37 mmol) was added, under nitrogen atmosphere, to a solution of trans-(4-aminomethyl-cyclohexyl)-(4-benzotriazol-1-yl-pyrimidin-2-yl)-amine (60 mg, 0.185 mmol) in DCM (3 mL). The mixture was cooled to −78° C. and acetyl chloride (13.2 μL, 0.185 mmol) was added. The reaction mixture was stirred at RT overnight; it was then poured in water and extracted 3 times with a mixture of isopropanol and chloroform. The combined organic extracts were dried over Na2SO4, filtered and the solvent... Starting materials: C(C)OC(=O)C=1OC2=C(C1C)C(=CC=C2)N (4-amino-3-methyl-benzofuran-2-carboxylic acid ethyl ester), S1C(=CC=C1)S(=O)(=O)Cl (2-thiophenesulfonyl chloride). Product: C(C)OC(=O)C=1OC2=C(C1C)C(=CC=C2)NS(=O)(=O)C=2SC=CC2 (3-Methyl-4-(thiophene-2-sulfonylamino)-benzofuran-2-carboxylic acid ethyl ester). Isolated yield 68.0%. Reaction SMILES: [CH2:1]([O:3][C:4]([C:6]1[O:7][C:8]2[CH:15]=[CH:14][CH:13]=[C:12]([NH2:16])[C:9]=2[C:10]=1[CH3:11])=[O:5])[CH3:2].[S:17]1[CH:21]=[CH:20][CH:19]=[C:18]1[S:22](Cl)(=[O:24])=[O:23]>>[CH2:1]([O:3][C:4]([C:6]1[O:7][C:8]2[CH:15]=[CH:14][CH:13]=[C:12]([NH:16][S:22]([C:18]3[S:17][CH:21]=[CH:20][CH:19]=3)(=[O:24])=[O:23])[C:9]=2[C:10]=1[CH3:11])=[O:5])[CH3:2]. Procedure details: 3-Methyl-4-(thiophene-2-sulfonylamino)-benzofuran-2-carboxylic acid ethyl ester was prepared from 4-amino-3-methyl-benzofuran-2-carboxylic acid ethyl ester (Example 60, Step 1), and 2-thiophenesulfonyl chloride according to the procedure of Example 68, Step 1. Yield: 68%. 1H NMR (400 MHz, DMSO-d6) δ ppm 1.3 (t, J=7.1 Hz, 3 H) 2.6 (s, 3 H) 4.4 (q, J=7.1 Hz, 2 H) 6.7 (dd, J=7.8, 0.8 Hz, 1 H) 7.2 (dd, J=4.9, 3.7 Hz, 1 H) 7.4 (m, 2 H) 7.6 (dd, J=8.3, 0.8 Hz, 1 H) 8.0 (dd, J=4.9, 1.4 Hz, 1 H) 10.2 (s...